From a dataset of the Open Reaction Database (ORD), a public repository of structured organic reaction records. describe an organic reaction: reactants, conditions, products, and yield Starting materials: CN1CCN(c2ccc(Nc3cc(-c4cc(F)cc(N5CCn6c(cc7c6CCCC7)C5=O)c4CO)cn(C)c3=O)nc2)CC1, CI. The product is COCc1c(-c2cc(Nc3ccc(N4CCN(C)CC4)cn3)c(=O)n(C)c2)cc(F)cc1N1CCn2c(cc3c2CCCC3)C1=O. As a reaction SMILES: [F:1][c:2]1[cH:3][c:4](-[c:24]2[cH:25][n:26]([CH3:45])[c:27](=[O:44])[c:28]([NH:30][c:31]3[n:32][cH:33][c:34]([N:37]4[CH2:38][CH2:39][N:40]([CH3:43])[CH2:41][CH2:42]4)[cH:35][cH:36]3)[cH:29]2)[c:5]([CH2:22][OH:23])[c:6]([N:8]2[C:9](=[O:21])[c:10]3[n:11]([c:12]4[c:17]([cH:18]3)[CH2:16][CH2:15][CH2:14][CH2:13]4)[CH2:19][CH2:20]2)[cH:7]1.[I:46][CH3:47]>>[F:1][c:2]1[cH:3][c:4](-[c:24]2[cH:25][n:26]([CH3:45])[c:27](=[O:44])[c:28]([NH:30][c:31]3[n:32][cH:33][c:34]([N:37]4[CH2:38][CH2:39][N:40]([CH3:43])[CH2:41][CH2:42]4)[cH:35][cH:36]3)[cH:29]2)[c:5]([CH2:22][O:23][CH3:47])[c:6]([N:8]2[C:9](=[O:21])[c:10]3[n:11]([c:12]4[c:17]([cH:18]3)[CH2:16][CH2:15][CH2:14][CH2:13]4)[CH2:19][CH2:20]2)[cH:7]1. Starting materials: ClC=1C=CC=2C(C=3N(NC2C1)C=CC3)=O (7-chloropyrrolo[1,2-b]cinnolin-10(5H)-one), O1CCCC1 (tetrahydrofuran). Conditions: time 48 hour. Product: ClC=1C=CC2=C(C=3N(N=C2C1)C=CC3)OC (7-Chloro-10-methoxypyrrolo[1,2-b]cinnoline). Reaction SMILES: [Cl:1][C:2]1[CH:3]=[CH:4][C:5]2[C:6](=[O:15])[C:7]3[N:8]([CH:12]=[CH:13][CH:14]=3)[NH:9][C:10]=2[CH:11]=1.O1CCC[CH2:17]1>>[Cl:1][C:2]1[CH:3]=[CH:4][C:5]2[C:10]([CH:11]=1)=[N:9][N:8]1[CH:12]=[CH:13][CH:14]=[C:7]1[C:6]=2[O:15][CH3:17]. Procedure: Diazomethane was prepared by adding Diazald® (21.4 g) in 200 ml of ether to potassium hydroxide (5.0 g) in 20 ml of 50% ethanol/water solution and then distilling. This procedure was followed three times to give a solution of diazomethane (16.25 g) in ether which was then added to a stirred slurry of 7-chloropyrrolo[1,2-b]cinnolin-10(5H)-one (37.0 g) in 250 ml of tetrahydrofuran. The mixture was allowed to stand at room temperature for 48 hours and then the volatiles were removed. The residue wa... The reactants are BrCC(C)=O (1-bromopropan-2-one), FC=1C=CC(=C(C1)C1CC(C=C(C1)NNS(=O)(=O)C1=CC=C(C=C1)C)=O)C (5-(5-fluoro-2-methylphenyl)-1-[2-(4-methylphenylsulfonyl)hydrazino]cyclohexen-3-one), C([O-])([O-])=O.[K+].[K+] (potassium carbonate), CO (methanol). The solvent is COCCOC (1,2-dimethoxyethane). Run at time 2 hour. Product: FC=1C=CC(=C(C1)C1CC(C=2C(=CN=NC2C1)C)=O)C (7-(5-fluoro-2-methylphenyl)-4-methyl-5,6,7,8-tetrahydrocinnolin-5-one). Isolated yield 23.4%. Reaction SMILES: [F:1][C:2]1[CH:3]=[CH:4][C:5]([CH3:27])=[C:6]([CH:8]2[CH2:13][C:12]([NH:14][NH:15]S(C3C=CC(C)=CC=3)(=O)=O)=[CH:11][C:10](=[O:26])[CH2:9]2)[CH:7]=1.C(=O)([O-])[O-].[K+].[K+].CO.Br[CH2:37][C:38](=O)[CH3:39]>COCCOC>[F:1][C:2]1[CH:3]=[CH:4][C:5]([CH3:27])=[C:6]([CH:8]2[CH2:13][C:12]3[N:14]=[N:15][CH:37]=[C:38]([CH3:39])[C:11]=3[C:10](=[O:26])[CH2:9]2)[CH:7]=1 |f:1.2.3|. Procedure: To a mixture of 5-(5-fluoro-2-methylphenyl)-1-[2-(4-methylphenylsulfonyl)hydrazino]cyclohexen-3-one (1.63 g), anhydrous potassium carbonate (1.45 g), methanol (20 ml) and 1,2-dimethoxyethane (10 ml) was added under ice-cooling 1-bromopropan-2-one (0.75 g), and the mixture was stirred at room temperature for 2 hours and then at 80° C. for 5 hours. Under reduced pressure, the solvent was evaporated, and to the residue were added ethyl acetate (70 ml) and water (30 ml). The mixture was shaken, and ... Reaction SMILES: [Br:1][C:2]1[CH:7]=[C:6]([NH2:8])[N:5]=[C:4]([NH2:9])[CH:3]=1.C1(C)C=C(C)C=C(C)C=1S(O[NH2:22])(=O)=O.[Br:24][C:25]1[CH:26]=[C:27]([CH:30]=O)[S:28][CH:29]=1>>[Br:1][C:2]1[CH:7]=[C:6]([NH2:8])[N:5]2[N:22]=[C:30]([C:27]3[S:28][CH:29]=[C:25]([Br:24])[CH:26]=3)[N:9]=[C:4]2[CH:3]=1. Starting materials: BrC1=CC(=NC(=C1)N)N (4-bromo-pyridine-2,6-diamine), C1(=C(C(=CC(=C1)C)C)S(=O)(=O)ON)C (O-mesitylene-sulfonylhydroxylamine), BrC=1C=C(SC1)C=O (4-bromothiophene-2-carboxaldehyde). The product is BrC1=CC=2N(C(=C1)N)N=C(N2)C=2SC=C(C2)Br (7-Bromo-2-(4-bromo-thiophen-2-yl)-[1,2,4]triazolo[1,5-a]pyridin-5-ylamine). Procedure details: The title compound, MS m/e (%): 375 (M++1, 100), was prepared in accordance with the general method of example 63 from 4-bromo-pyridine-2,6-diamine, O-mesitylene-sulfonylhydroxylamine, and 4-bromothiophene-2-carboxaldehyde. The purification was performed with reversed phase HPLC eluting with an acetonitrile/water gradient. Starting materials: CN1NC(C=2[C@H]3CC[C@@](C12)(C3(C)C)C)=O ((4S,7R)-1,7,8,8-tetramethyl-1,2,4,5,6,7-hexahydro-4,7-methano-indazol-3-one), CN1NC(C=2[C@H]3CC[C@@](C12)(C3(C)C)C)=O ((4S,7R)-1,7,8,8-tetramethyl-1,2,4,5,6,7-hexahydro-4,7-methano-indazol-3-one), BrCC1=C(C(=O)OC)C=CC=C1 (methyl 2-bromomethyl-benzoate). The solvent is CN(C=O)C (dimethylformamide). Product: COC(C1=C(C=CC=C1)CN1N(C=2[C@@]3(CC[C@H](C2C1=O)C3(C)C)C)C)=O (2-((4S,7R)-1,7,8,8-tetramethyl-3-oxo-1,3,4,5,6,7-hexahydro-4,7-methano-indazol-2-ylmethyl)-benzoic acid methyl ester). Yield: 57.2%. Reaction SMILES: [CH3:1][N:2]1[C:10]2[C@@:9]3([CH3:14])[C:11]([CH3:13])([CH3:12])[C@H:6]([CH2:7][CH2:8]3)[C:5]=2[C:4](=[O:15])[NH:3]1.Br[CH2:17][C:18]1[CH:27]=[CH:26][CH:25]=[CH:24][C:19]=1[C:20]([O:22][CH3:23])=[O:21]>CN(C)C=O>[CH3:23][O:22][C:20](=[O:21])[C:19]1[CH:24]=[CH:25][CH:26]=[CH:27][C:18]=1[CH2:17][N:3]1[C:4](=[O:15])[C:5]2[C@@H:6]3[C:11]([CH3:12])([CH3:13])[C@@:9]([CH3:14])([CH2:8][CH2:7]3)[C:10]=2[N:2]1[CH3:1]. Reported procedure: A solution of (4S,7R)-1,7,8,8-tetramethyl-1,2,4,5,6,7-hexahydro-4,7-methano-indazol-3-one (Intermediate 19; 300 mg, 1.5 mmol) and methyl 2-bromomethyl-benzoate (370 mg, 1.6 mmol) in dimethylformamide (15 mL) was heated at ˜100° C. for 2 days. The reaction mixture was allowed to cool and the solvent was evaporated. The residue was taken up in dichloromethane and purified on a Biotage 40S system, eluting with 0-2% methanol/dichloromethane to give 2-((4S,7R)-1,7,8,8-tetramethyl-3-oxo-1,3,4,5,6,7-he... Starting materials: Cl, Cl, C#CC(N)CCC(=O)OCC. Product: Cl, C#CC(N)CCC(=O)O. Reaction SMILES: [ClH:13].[ClH:1].[NH2:2][CH:3]([CH2:4][CH2:5][C:6](=[O:7])[O:8][CH2:9][CH3:10])[C:11]#[CH:12]>>[ClH:1].[NH2:2][CH:3]([CH2:4][CH2:5][C:6](=[O:7])[OH:8])[C:11]#[CH:12]. The reactants are CS(=O)(=O)O.BrC1=C(CN)C=C(C=C1)C(F)(F)F (2-Bromo-5-trifluoromethyl-benzylamine methanesulfonic acid salt), [OH-].[Na+] (sodium hydroxide), ClC(=C)Cl (1,1-dichloroethene), C([O-])([O-])=O.[K+].[K+] (potassium carbonate), FC(C=1C=C(C=O)C=C(C1)C(F)(F)F)(F)F (3,5-bis(trifluoromethyl)benzaldehyde), amine, NaBH(CH3CO2)3. Run in C(C)(C)(C)OC (methyl tert-butyl ether). Yields the product FC(C=1C=C(CNCC2=C(C=CC(=C2)C(F)(F)F)Br)C=C(C1)C(F)(F)F)(F)F ((3,5-Bis-trifluoromethyl-benzyl)-(2-bromo-5-trifluoromethyl-benzyl)-amine). The yield is 95.0%. Reaction SMILES: CS(O)(=O)=O.[Br:6][C:7]1[CH:14]=[CH:13][C:12]([C:15]([F:18])([F:17])[F:16])=[CH:11][C:8]=1[CH2:9][NH2:10].[OH-].[Na+].ClC(Cl)=C.[F:25][C:26]([F:40])([F:39])[C:27]1[CH:28]=[C:29]([CH:32]=[C:33]([C:35]([F:38])([F:37])[F:36])[CH:34]=1)[CH:30]=O.C(=O)([O-])[O-].[K+].[K+]>C(OC)(C)(C)C>[F:25][C:26]([F:39])([F:40])[C:27]1[CH:28]=[C:29]([CH:32]=[C:33]([C:35]([F:38])([F:36])[F:37])[CH:34]=1)[CH2:30][NH:10][CH2:9][C:8]1[CH:11]=[C:12]([C:15]([F:16])([F:17])[F:18])[CH:13]=[CH:14][C:7]=1[Br:6] |f:0.1,2.3,6.7.8|. Procedure details: To the product from step A (640 g) in methyl tert-butyl ether (4.3 L) was added 1N sodium hydroxide (3.4 L). The mixture was stirred until 2 clear layers formed. The organics were washed with brine, dried over sodium sulfate, filtered, and concentrated to the free amine (460 g). The free amine (460 g, 1.81 mol) was taken into 1,1-dichloroethene (4.3 L) and 3,5-bis(trifluoromethyl)benzaldehyde (438 g, 1.81 mol) was added. The mixture was cooled in an ice-water bath and NaBH(CH3CO2)3 (767 g, 3.62 ... Starting materials: ClC(=O)OCC (ethyl chloroformate), C(C)N(CC)CCNC1=NC(=CC=C1[N+](=O)[O-])OC (2-(diethylaminoethylamino)-3-nitro-6-methoxypyridine), carbethoxy. The solvent is O1CCOCC1 (dioxane). Reaction conditions: temperature 180 celsius, time 1 hour. Product: C(C)N(CCN1C(=NC2=C1N=C(C=C2)OC)O)CC (1-(2-Diethylaminoethyl)-2-hydroxy-6-methoxy-7-aza-benzimidazole). RXN SMILES: [CH2:1]([N:3]([CH2:6][CH2:7][NH:8][C:9]1[C:14]([N+:15]([O-])=O)=[CH:13][CH:12]=[C:11]([O:18][CH3:19])[N:10]=1)[CH2:4][CH3:5])[CH3:2].Cl[C:21](OCC)=[O:22]>O1CCOCC1>[CH2:1]([N:3]([CH2:4][CH3:5])[CH2:6][CH2:7][N:8]1[C:9]2[N:10]=[C:11]([O:18][CH3:19])[CH:12]=[CH:13][C:14]=2[N:15]=[C:21]1[OH:22])[CH3:2]. Reported procedure: The filtrated hydrogenation solution from 28 grams of 2-(diethylaminoethylamino)-3-nitro-6-methoxypyridine in 450 ml of dioxane (10 grams Raney nickel, 50 bar and 65° C.) were treated under stirring with 11.25 grams of ethyl chloroformate. After 3 hours stirring the open carbethoxy compound was filtered off and heated to 180° C. under stirring and held at this temperature for one hour. The cooled melt was recrystallized from isopropanol.